Dataset: the Open Reaction Database (ORD), a public repository of structured organic reaction records. Task: describe an organic reaction: reactants, conditions, products, and yield Reactants: C(=O)(O)[O-].[Na+] (NaHCO3), [O-]S(=O)[O-].[Na+].[Na+] (Na2SO3), Na2HPO4 hydrate, O1CCC(CC1)C=1C=C2CN(CC2=CC1)C(=O)C=1C=C(C=CC1O[C@H](C(F)(F)F)C)S(=O)(=O)Cl (3-[5-(tetrahydro-pyran-4-yl)-1,3-dihydro-isoindole-2-carbonyl]-4-((S)-2,2,2-trifluoro-1-methyl-ethoxy)-benzenesulfonyl chloride). Run in O (water). Conditions: temperature 37.5 celsius, time 1 hour. Yields the product [Na+].O1CCC(CC1)C=1C=C2CN(CC2=CC1)C(=O)C=1C=C(C=CC1O[C@H](C(F)(F)F)C)S(=O)[O-] (3-[5-(Tetrahydro-pyran-4-yl)-1,3-dihydro-isoindole-2-carbonyl]-4-((S)-2,2,2-trifluoro-1-methyl-ethoxy)-benzenesulfinate sodium salt). Yield: 47.9%. Reaction SMILES: [O-]S([O-])=O.[Na+:5].[Na+].[O:7]1[CH2:12][CH2:11][CH:10]([C:13]2[CH:14]=[C:15]3[C:19](=[CH:20][CH:21]=2)[CH2:18][N:17]([C:22]([C:24]2[CH:25]=[C:26]([S:37](Cl)(=[O:39])=[O:38])[CH:27]=[CH:28][C:29]=2[O:30][C@@H:31]([CH3:36])[C:32]([F:35])([F:34])[F:33])=[O:23])[CH2:16]3)[CH2:9][CH2:8]1.C([O-])(O)=O.[Na+]>O>[Na+:5].[O:7]1[CH2:12][CH2:11][CH:10]([C:13]2[CH:14]=[C:15]3[C:19](=[CH:20][CH:21]=2)[CH2:18][N:17]([C:22]([C:24]2[CH:25]=[C:26]([S:37]([O-:39])=[O:38])[CH:27]=[CH:28][C:29]=2[O:30][C@@H:31]([CH3:36])[C:32]([F:34])([F:35])[F:33])=[O:23])[CH2:16]3)[CH2:9][CH2:8]1 |f:0.1.2,4.5,7.8|. Procedure: 1.15 g (8.94 mmol) of Na2SO3 and 1.70 g (9.60 mmol) of Na2HPO4 hydrate were dissolved in 13 ml water. An ethanolic solution of 2.40 g (4.63 mmol) of 3-[5-(tetrahydro-pyran-4-yl)-1,3-dihydro-isoindole-2-carbonyl]-4-((S)-2,2,2-trifluoro-1-methyl-ethoxy)-benzenesulfonyl chloride was added. The reaction mixture was stirred at 35 to 40° C. during 1 hour and then overnight at room temperature. 1.3 g Speedex was added, the reaction mixture was filtered and the filtrate was evaporated. The crude product... Reactants: BrC=1C=C2CCNC2=CC1 (5-bromoindoline), [S-]C#N.[K+] (potassium thiocyanate). Solvent: Cl (hydrochloric acid). The product is BrC=1C=C2CCN(C2=CC1)C(N)=S (5-bromoindoline-1-thiocarboxamide). Yield: 73.1%. RXN SMILES: [Br:1][C:2]1[CH:3]=[C:4]2[C:8](=[CH:9][CH:10]=1)[NH:7][CH2:6][CH2:5]2.[S-:11][C:12]#[N:13].[K+]>Cl>[Br:1][C:2]1[CH:3]=[C:4]2[C:8](=[CH:9][CH:10]=1)[N:7]([C:12](=[S:11])[NH2:13])[CH2:6][CH2:5]2 |f:1.2|. Procedure details: A solution of 5-bromoindoline (14.8 g, 75 mmol) in 200 mL of 1N aqueous hydrochloric acid was treated with potassium thiocyanate (34.0 g, 350 mmol) in portions. The mixture was heated at reflux for 1 h and was then cooled to room temperature. The precipitate was collected, washed with water, and recrystallized from 2-propanol to afford (in two crops) 14.1 g (73%) of 5-bromoindoline-1-thiocarboxamide as a light yellow, fluffy solid.